From a dataset of the Open Reaction Database (ORD), a public repository of structured organic reaction records. describe an organic reaction: reactants, conditions, products, and yield The reactants are CCN(C(C)C)C(C)C, O=C(O)c1ncc(Cl)cc1NS(=O)(=O)c1ccc(Cl)c(C(F)(F)F)c1, CNc1ccc(F)cc1F. Yields the product CN(C(=O)c1ncc(Cl)cc1NS(=O)(=O)c1ccc(Cl)c(C(F)(F)F)c1)c1ccc(F)cc1F. As a reaction SMILES: [CH:36]([N:37]([CH2:38][CH3:39])[CH:40]([CH3:41])[CH3:42])([CH3:43])[CH3:44].[Cl:1][c:2]1[cH:3][c:4]([NH:11][S:12](=[O:13])(=[O:14])[c:15]2[cH:16][c:17]([C:22]([F:23])([F:24])[F:25])[c:18]([Cl:21])[cH:19][cH:20]2)[c:5]([C:8](=[O:9])[OH:10])[n:6][cH:7]1.[F:26][c:27]1[c:28]([NH:34][CH3:35])[cH:29][cH:30][c:31]([F:33])[cH:32]1>>[Cl:1][c:2]1[cH:3][c:4]([NH:11][S:12](=[O:13])(=[O:14])[c:15]2[cH:16][c:17]([C:22]([F:23])([F:24])[F:25])[c:18]([Cl:21])[cH:19][cH:20]2)[c:5]([C:8](=[O:10])[N:34]([c:28]2[c:27]([F:26])[cH:32][c:31]([F:33])[cH:30][cH:29]2)[CH3:35])[n:6][cH:7]1. Starting materials: BrC1=C(C(=CC(=C1)C1C(=C(NC=2CC(CC(C12)=O)CCC)C)C#N)NS(=O)(=O)CCC)NC(C1=CC(=CC=C1)[N+](=O)[O-])=O (N-[2-bromo-4-(3-cyano-2-methyl-5-oxo-7-propyl-1,4,5,6,7,8-hexahydro-quinolin-4-yl)-6-(propane-1-sulfonylamino)-phenyl]-3-nitro-benzamide), C(C)(=O)O (acetic acid). Reagents/catalysts: [Zn] (zinc). Solvent: C1CCOC1 (THF). Conditions: time 4 hour. Yields the product NC=1C=C(C(=O)NC2=C(C=C(C=C2NS(=O)(=O)CCC)C2C(=C(NC=3CC(CC(C23)=O)CCC)C)C#N)Br)C=CC1 (3-Amino-N-[2-bromo-4-(3-cyano-2-methyl-5-oxo-7-propyl-1,4,5,6,7,8-hexahydro-quinolin-4-yl)-6-(propane-1-sulfonylamino)-phenyl]-benzamide). Reaction SMILES: [Br:1][C:2]1[CH:7]=[C:6]([CH:8]2[C:17]3[C:16](=[O:18])[CH2:15][CH:14]([CH2:19][CH2:20][CH3:21])[CH2:13][C:12]=3[NH:11][C:10]([CH3:22])=[C:9]2[C:23]#[N:24])[CH:5]=[C:4]([NH:25][S:26]([CH2:29][CH2:30][CH3:31])(=[O:28])=[O:27])[C:3]=1[NH:32][C:33](=[O:43])[C:34]1[CH:39]=[CH:38][CH:37]=[C:36]([N+:40]([O-])=O)[CH:35]=1.C(O)(=O)C>C1COCC1.[Zn]>[NH2:40][C:36]1[CH:35]=[C:34]([CH:39]=[CH:38][CH:37]=1)[C:33]([NH:32][C:3]1[C:4]([NH:25][S:26]([CH2:29][CH2:30][CH3:31])(=[O:28])=[O:27])=[CH:5][C:6]([CH:8]2[C:17]3[C:16](=[O:18])[CH2:15][CH:14]([CH2:19][CH2:20][CH3:21])[CH2:13][C:12]=3[NH:11][C:10]([CH3:22])=[C:9]2[C:23]#[N:24])=[CH:7][C:2]=1[Br:1])=[O:43]. Procedure: To a solution of N-[2-bromo-4-(3-cyano-2-methyl-5-oxo-7-propyl-1,4,5,6,7,8-hexahydro-quinolin-4-yl)-6-(propane-1-sulfonylamino)-phenyl]-3-nitro-benzamide (412 mg) and acetic acid (520 μl) in THF (10 ml), cooled to 0° C., was added zinc dust (810 mg) under vigorous stirring. After stirring for 4 h, the mixture was filtered and concentrated in vacuo. The residue was dissolved in dichloromethane and washed with water. The organic layer was dried (MgSO4), filtered and concentrated in vacuo.